Dataset: the Open Reaction Database (ORD), a public repository of structured organic reaction records. Task: describe an organic reaction: reactants, conditions, products, and yield Reactants: C(C)(C)(C)OC(=O)C1=C(C=CC=C1)C1=CC=C(C=C1)CN1C(=NC(=C1C(=O)O)C(C(C)(C)C)O)CCCC (1-[(2'-t-butoxycarbonylbiphenyl-4-yl)methyl]-2-butyl-4-(1-hydroxy-2,2-dimethylpropyl)imidazole-5-carboxylic acid), ON1C(CCC1=O)=O (N-hydroxysuccinimide), N,N-dicyclohexylcarbodiimide. Yields the product C(C)(C)(C)OC(=O)C1=C(C=CC=C1)C1=CC=C(C=C1)CN1C(=NC(=C1C(=O)ON1C(CCC1=O)=O)C(C(C)(C)C)O)CCCC (Succinimido 1-[(2'-t-butoxycarbonylbiphenyl-4-yl)methyl]-2-butyl-4-(1-hydroxy-2,2-dimethylpropyl)imidazole-5-carboxylate). Isolated yield 93.1%. As a reaction SMILES: [C:1]([O:5][C:6]([C:8]1[CH:13]=[CH:12][CH:11]=[CH:10][C:9]=1[C:14]1[CH:19]=[CH:18][C:17]([CH2:20][N:21]2[C:25]([C:26]([OH:28])=[O:27])=[C:24]([CH:29]([OH:34])[C:30]([CH3:33])([CH3:32])[CH3:31])[N:23]=[C:22]2[CH2:35][CH2:36][CH2:37][CH3:38])=[CH:16][CH:15]=1)=[O:7])([CH3:4])([CH3:3])[CH3:2].O[N:40]1[C:44](=[O:45])[CH2:43][CH2:42][C:41]1=[O:46]>>[C:1]([O:5][C:6]([C:8]1[CH:13]=[CH:12][CH:11]=[CH:10][C:9]=1[C:14]1[CH:19]=[CH:18][C:17]([CH2:20][N:21]2[C:25]([C:26]([O:28][N:40]3[C:44](=[O:45])[CH2:43][CH2:42][C:41]3=[O:46])=[O:27])=[C:24]([CH:29]([OH:34])[C:30]([CH3:33])([CH3:32])[CH3:31])[N:23]=[C:22]2[CH2:35][CH2:36][CH2:37][CH3:38])=[CH:16][CH:15]=1)=[O:7])([CH3:4])([CH3:3])[CH3:2]. Reported procedure: Following a procedure similar to that described in Example 52(a), but using 600 mg of 1-[(2'-t-butoxycarbonylbiphenyl-4-yl)methyl]-2-butyl-4-(1-hydroxy-2,2-dimethylpropyl)imidazole-5-carboxylic acid [prepared as described in step (c) above], 172 mg of N-hydroxysuccinimide and 250 mg of N,N-dicyclohexylcarbodiimide, 663 mg of the title compound were obtained as an amorphous solid. Starting materials: C1(=CC=CC=C1)C(C(=O)Cl)C1=CC=CC=C1 (diphenylacetyl chloride), N1=CC=CC=C1 (pyridine), C(CCCC)N (pentylamine). Run in ClCCl (dichloromethane). Conditions: time 16 hour. The product is C(CCCC)NC(C(C1=CC=CC=C1)C1=CC=CC=C1)=O (N -Pentyl-2,2-diphenyl-acetamide). As a reaction SMILES: [C:1]1([CH:7]([C:11]2[CH:16]=[CH:15][CH:14]=[CH:13][CH:12]=2)[C:8](Cl)=[O:9])[CH:6]=[CH:5][CH:4]=[CH:3][CH:2]=1.[N:17]1[CH:22]=[CH:21][CH:20]=[CH:19][CH:18]=1.C(N)CCCC>ClCCl>[CH2:18]([NH:17][C:8](=[O:9])[CH:7]([C:11]1[CH:16]=[CH:15][CH:14]=[CH:13][CH:12]=1)[C:1]1[CH:6]=[CH:5][CH:4]=[CH:3][CH:2]=1)[CH2:19][CH2:20][CH2:21][CH3:22]. Procedure: To a cooled (0° C.) solution diphenylacetyl chloride (1.73 mmol) and pyridine (0.28 ml, 3.46 mmol) in dichloromethane (12 ml) was added pentylamine (0.39 ml, 2.60 mmol) and the reaction mixture was stirred at RT for 16 h. Aqueous work up and crystallization from ethyl acetate/hexane yielded the product as a light yellow solid, m.p. 101° C. and MS: m/e=281 (M+). Reactants: Cl.Cl.FC=1C=C(C=CC1OC1=NC=NN2C1=C(C(=C2)OCCN2CCN(CC2)C)C)NC(=S)NC(CC2=CC=C(C=C2)F)=O (1-(3-Fluoro-4-(5-methyl-6-(2-(4-methylpiperazin-1-yl)ethoxy)pyrrolo[2,1-f][1,2,4]triazin-4-yloxy)phenyl)-3-(2-(4-fluorophenyl)acetyl)thiourea, bis-hydrochloride salt), Cl.Cl.FC=1C=C(C=CC1OC1=NC=NN2C1=C(C(=C2)OCCN2CCN(CC2)C)C)NC(=S)NC(CC2=CC=C(C=C2)F)=O (1-(3-Fluoro-4-(5-methyl-6-(2-(4-methylpiperazin-1-yl)ethoxy)pyrrolo[2,1-f][1,2,4]triazin-4-yloxy)phenyl)-3-(2-(4-fluorophenyl)acetyl)thiourea, bis-hydrochloride salt), Cl.FC=1C=C(C=CC1OC1=NC=NN2C1=C(C(=C2)OCCN2CCOCC2)C)NC(CC(=O)NC2=CC=C(C=C2)F)=O (N1-(3-Fluoro-4-(5-methyl-6-(2-morpholinoethoxy)pyrrolo[2,1-f][1,2,4]triazin-4-yloxy)phenyl)-N3-(4-fluorophenyl)malonamide, hydrochloride salt). Yields the product Cl.Cl.CN(CCCOC=1C(=C2C(=NC=NN2C1)OC1=C(C=C(C=C1)NC(C1=CN=CC=C1)=O)F)C)C (N-(4-(6-(3-(Dimethylamino)propoxy)-5-methylpyrrolo[2,1-f][1,2,4]triazin-4-yloxy)-3-fluorophenyl)nicotinamide, dihydrochloride salt). The yield is 11.0%. RXN SMILES: [ClH:1].Cl.FC1C=C(NC(NC(=O)CC2C=CC(F)=CC=2)=S)C=CC=1OC1C2=C(C)C(O[CH2:21][CH2:22][N:23]3[CH2:28]CN(C)C[CH2:24]3)=CN2N=CN=1.Cl.[F:46][C:47]1[CH:48]=[C:49]([NH:73][C:74](=[O:86])[CH2:75][C:76]([NH:78][C:79]2C=CC(F)=[CH:81][CH:80]=2)=O)[CH:50]=[CH:51][C:52]=1[O:53][C:54]1[C:59]2=[C:60]([CH3:72])[C:61]([O:63][CH2:64]CN3CCOCC3)=[CH:62][N:58]2[N:57]=[CH:56][N:55]=1>>[ClH:1].[ClH:1].[CH3:24][N:23]([CH3:28])[CH2:22][CH2:21][CH2:64][O:63][C:61]1[C:60]([CH3:72])=[C:59]2[N:58]([CH:62]=1)[N:57]=[CH:56][N:55]=[C:54]2[O:53][C:52]1[CH:51]=[CH:50][C:49]([NH:73][C:74](=[O:86])[C:75]2[CH:81]=[CH:80][CH:79]=[N:78][CH:76]=2)=[CH:48][C:47]=1[F:46] |f:0.1.2,3.4,5.6.7|. Reported procedure: 4-(6-(3-(Dimethylamino)propoxy)-5-methylpyrrolo[2,1-f][1,2,4]triazin-4-yloxy)-3-fluorobenzenamine (54 mg, 0.15 mmol, Compound B of Example 32) as converted to the title compound (8.7 mg, 11 %) in a manner similar to the preparation of Compound D of Example 36. 1H NMR (CD3OD) δ 9.47 (s, 1H), 9.20-9.19 (m, 1H), 9.08-9.07 (m, 1H), 8.30-8.27 (m, 1H), 7.97-7.93 (m, 1H), 7.82 (s, 1H), 7.72 (s, 1H), 7.64-7.61 (m, 1H), 7.43-7.39 (m, 1H), 4.26-4.11 (m, 2H), 3.43-3.39 (m, 2H), 2.98 (s, 6H), 2.46 (s, 3H), ... Reactants: ClCCl, Cc1ccccc1, COc1ccc2c(C#N)cccc2c1Br, CN(C)C=O, [Cu]I, O=C([O-])C(F)(F)C(F)(F)F, [K+], O, O, Cc1ccccc1. The product is COc1ccc2c(C#N)cccc2c1C(F)(F)C(F)(F)F. Reaction SMILES: [CH2:41]([Cl:42])[Cl:43].[CH3:16][c:17]1[cH:18][cH:19][cH:20][cH:21][cH:22]1.[CH3:1][O:2][c:3]1[c:4]([Br:15])[c:5]2[cH:6][cH:7][cH:8][c:9]([C:13]#[N:14])[c:10]2[cH:11][cH:12]1.[CH3:23][N:24]([CH3:25])[CH:26]=[O:27].[Cu:39][I:40].[F:28][C:29]([C:30]([C:31]([O-:32])=[O:33])([F:34])[F:35])([F:36])[F:37].[K+:38].[OH2:44].[OH2:45].[c:46]1([CH3:47])[cH:48][cH:49][cH:50][cH:51][cH:52]1>>[CH3:1][O:2][c:3]1[c:4]([C:30]([C:29]([F:28])([F:36])[F:37])([F:34])[F:35])[c:5]2[cH:6][cH:7][cH:8][c:9]([C:13]#[N:14])[c:10]2[cH:11][cH:12]1. The reactants are [N+](=O)([O-])C=1C=C(C(=O)O)C=C(C1)[N+](=O)[O-] (3,5-Dinitrobenzoic acid), NC1=C(C=CC=C1)S (o-Aminothiophenol). The solvent is polyphosphoric acid. Reaction conditions: temperature 150 celsius. Yields the product [N+](=O)([O-])C=1C=C(C=C(C1)[N+](=O)[O-])C=1SC2=C(N1)C=CC=C2 (2-(3,5-Dinitrophenyl)benzothiazole). As a reaction SMILES: [N+:1]([C:4]1[CH:5]=[C:6]([CH:10]=[C:11]([N+:13]([O-:15])=[O:14])[CH:12]=1)[C:7](O)=O)([O-:3])=[O:2].[NH2:16][C:17]1[CH:22]=[CH:21][CH:20]=[CH:19][C:18]=1[SH:23]>>[N+:1]([C:4]1[CH:5]=[C:6]([C:7]2[S:23][C:18]3[CH:19]=[CH:20][CH:21]=[CH:22][C:17]=3[N:16]=2)[CH:10]=[C:11]([N+:13]([O-:15])=[O:14])[CH:12]=1)([O-:3])=[O:2]. Procedure details: 3,5-Dinitrobenzoic acid (5.30 g) was mixed with 40 ml polyphosphoric acid and heated to 64° C. o-Aminothiophenol (2.5 ml) was added and reaction maintained to 150° C. over 0.5 hr period. The mixture was quenched with 600 ml ice-water, neutralized with KOH, cooled, and filtered. The product yield was 3.20 g, mp 73.5°-84.5° C. Starting materials: COC=1C=C2C(=CN(C2=CC1)C)C1=CC=2C(=NC=CC2)N1S(=O)(=O)C1=CC=C(C=C1)C (2-(5-methoxy-1-methyl-1H-indol-3-yl)-1-(toluene-4-sulfonyl)-1H-pyrrolo[2,3-b]pyridine), [OH-].[K+] (potassium hydroxide). Run in CO (methanol). The product is COC=1C=C2C(=CN(C2=CC1)C)C1=CC=2C(=NC=CC2)N1 (2-(5-Methoxy-1-methyl-1H-indol-3-yl)-1H-pyrrolo[2,3-b]pyridine). The yield is 80.5%. RXN SMILES: [CH3:1][O:2][C:3]1[CH:4]=[C:5]2[C:9](=[CH:10][CH:11]=1)[N:8]([CH3:12])[CH:7]=[C:6]2[C:13]1[N:21](S(C2C=CC(C)=CC=2)(=O)=O)[C:16]2=[N:17][CH:18]=[CH:19][CH:20]=[C:15]2[CH:14]=1.[OH-].[K+]>CO>[CH3:1][O:2][C:3]1[CH:4]=[C:5]2[C:9](=[CH:10][CH:11]=1)[N:8]([CH3:12])[CH:7]=[C:6]2[C:13]1[NH:21][C:16]2=[N:17][CH:18]=[CH:19][CH:20]=[C:15]2[CH:14]=1 |f:1.2|. Procedure: A solution of 2-(5-methoxy-1-methyl-1H-indol-3-yl)-1-(toluene-4-sulfonyl)-1H-pyrrolo[2,3-b]pyridine [1.45 g, Reference Example 13(b)] in methanol (100 mL) was treated with potassium hydroxide (5N, 15 mL) then heated at reflux for 2 hours. The reaction mixture was cooled then evaporated. The residue was treated with water (150 mL) and the resulting solid was filtered then dried to give the title compound (0.75 g) as a tan solid, m.p. 226-227° C. MS: 278 (MH+). The reactants are C(#N)C=1C=C(C=CC1)C1=CC=C(C=C1)C(C(=O)NC1=CC(=CC(=C1)Cl)Cl)CC=O (2-(3′-cyano-biphenyl-4-yl)-N-(3,5-dichloro-phenyl)-4oxo-butyramide), CN (MeNH2), Na(AcO)3BH. The solvent is ClCCCl (1,2-dichloroethane). Reaction conditions: time 1 hour. Product: C(#N)C=1C=C(C=CC1)C1=CC=C(C=C1)C(C(=O)NC1=CC(=CC(=C1)Cl)Cl)CCNC (2-(3′-Cyano-biphenyl-4-yl)-N-(3,5-dichloro-phenyl)-4-methylamino-butyramide). The yield is 18.2%. Reaction SMILES: [C:1]([C:3]1[CH:4]=[C:5]([C:9]2[CH:14]=[CH:13][C:12]([CH:15]([CH2:27][CH:28]=O)[C:16]([NH:18][C:19]3[CH:24]=[C:23]([Cl:25])[CH:22]=[C:21]([Cl:26])[CH:20]=3)=[O:17])=[CH:11][CH:10]=2)[CH:6]=[CH:7][CH:8]=1)#[N:2].[CH3:30][NH2:31]>ClCCCl>[C:1]([C:3]1[CH:4]=[C:5]([C:9]2[CH:14]=[CH:13][C:12]([CH:15]([CH2:27][CH2:28][NH:31][CH3:30])[C:16]([NH:18][C:19]3[CH:24]=[C:23]([Cl:25])[CH:22]=[C:21]([Cl:26])[CH:20]=3)=[O:17])=[CH:11][CH:10]=2)[CH:6]=[CH:7][CH:8]=1)#[N:2]. Procedure: A mixture of 2-(3′-cyano-biphenyl-4-yl)-N-(3,5-dichloro-phenyl)-4oxo-butyramide (300 mg, 0.71 mmol) and MeNH2 (2M in THF, 1.77 mL, 3.54 mmol, 5 eq) in 1,2-dichloroethane (3.5 mL) was stirred at r.t. for 1 h and then Na(AcO)3BH (299 mg, 1.4 mmol, 2 eq) was added. The reaction mixture was stirred at r.t. for 16 h. The mixture was then partitioned between EtOAc (20 mL) and 10% NaHCO3 (10 mL) and the organic phase separated. The organic phase was washed with 10% NaHCO3 (10 mL×2), saturated brine (10... The reactants are COC(=O)C=1SC(=CC1)CCCN(CC1=CC=C(C=C1)C=1SC=CN1)S(=O)(=O)C=1C=NC=CC1 (5-{3-[(Pyridine-3-sulfonyl)-(4-thiazol-2-yl-benzyl)-amino]-propyl}-thiophene-2-carboxylic acid methyl ester). The solvent is CCO (EtOH). Product: N1=CC(=CC=C1)S(=O)(=O)N(CCCC1=CC=C(S1)C(=O)O)CC1=CC=C(C=C1)C=1SC=CN1 (5-[3-[(Pyridine-3-sulfonyl)-(4-thiazol-2-yl-benzyl)-amino]-propyl}-thiophene-2-carboxylic acid). RXN SMILES: C[O:2][C:3]([C:5]1[S:6][C:7]([CH2:10][CH2:11][CH2:12][N:13]([S:26]([C:29]2[CH:30]=[N:31][CH:32]=[CH:33][CH:34]=2)(=[O:28])=[O:27])[CH2:14][C:15]2[CH:20]=[CH:19][C:18]([C:21]3[S:22][CH:23]=[CH:24][N:25]=3)=[CH:17][CH:16]=2)=[CH:8][CH:9]=1)=[O:4]>CCO>[N:31]1[CH:32]=[CH:33][CH:34]=[C:29]([S:26]([N:13]([CH2:14][C:15]2[CH:16]=[CH:17][C:18]([C:21]3[S:22][CH:23]=[CH:24][N:25]=3)=[CH:19][CH:20]=2)[CH2:12][CH2:11][CH2:10][C:7]2[S:6][C:5]([C:3]([OH:4])=[O:2])=[CH:9][CH:8]=2)(=[O:27])=[O:28])[CH:30]=1. Procedure: The title compound was prepared following the method described in Example 1, Step C, from 5-{3-[(pyridine-3-sulfonyl)-(4-thiazol-2-yl-benzyl)-amino]-propyl}-thiophene-2-carboxylic acid methyl ester of Step B using EtOH in place of MeOH as solvent. 1H NMR (400 MHz, CDCl3) δ 9.12 (d, 1H, J=Hz), 8.81 (d, 1H, J=5 Hz), 8.17-7.21 (m, 9H), 6.61 (d, 1H, J=4 Hz), 4.41 (s, 2H), 3.25 (t, 2H, J=6.5 Hz), 2.72 (t, 2H, J=6.5 Hz), 1.73 (m, 2H); MS 498 (M−1). The reactants are BrC1=CC2=C(C3=C(OCC2)C=CN=C3)S1 (2-bromo-4,5-dihydropyrido[4,3-b]thieno[2,3-d]oxepine), NC1=NC=C(C=C1)B(O)O (2-aminopyridine-5-boronic acid), pinacol ester. The product is S1C(=CC2=C1C1=C(OCC2)C=CN=C1)C=1C=CC(=NC1)N (5-(4,5-dihydropyrido[4,3-b]thieno[2,3-d]oxepin-2-yl)pyridin-2-amine). As a reaction SMILES: Br[C:2]1[S:15][C:5]2[C:6]3[CH:14]=[N:13][CH:12]=[CH:11][C:7]=3[O:8][CH2:9][CH2:10][C:4]=2[CH:3]=1.[NH2:16][C:17]1[CH:22]=[CH:21][C:20](B(O)O)=[CH:19][N:18]=1>>[S:15]1[C:5]2[C:6]3[CH:14]=[N:13][CH:12]=[CH:11][C:7]=3[O:8][CH2:9][CH2:10][C:4]=2[CH:3]=[C:2]1[C:20]1[CH:21]=[CH:22][C:17]([NH2:16])=[N:18][CH:19]=1. Procedure: Following Example 52, 2-bromo-4,5-dihydropyrido[4,3-b]thieno[2,3-d]oxepine and 2-aminopyridine-5-boronic acid, pinacol ester were reacted to give 105. 1H NMR (400 MHz, DMSO) δ 8.79 (s, 1H), 8.27 (d, J=2.2, 1H), 8.22 (d, J=5.5, 1H), 7.67 (dd, J=2.6, 8.6, 1H), 7.22 (s, 1H), 6.99 (d, J=5.4, 1H), 6.51 (d, J=8.6, 1H), 6.25 (s, 2H), 4.37 (t, J=4.8, 2H), 3.20 (t, J=4.8, 2H). MS: (ESI+) 296.1